The task is: describe an organic reaction: reactants, conditions, products, and yield. This data is from the Open Reaction Database (ORD), a public repository of structured organic reaction records. Starting materials: C1(=CC=CC=C1)CCC[C@@H](C(=O)O)[C@@H](CCC)O ((2R,3R)-2-(3-phenyl-1-propyl)-3-hydroxyhexanoic acid), O1C(CCCC1)ON (2-tetrahydropyranyloxyamine), C(CCl)Cl (EDC). Run in ClCCl (dichloromethane). Reaction conditions: temperature 23 celsius, time 3 hour. The product is O1C(CCCC1)ONC([C@@H]([C@@H](CCC)O)CCCC1=CC=CC=C1)=O ((2R,3R)-2-(3-phenyl-1-propyl)-3-hydroxyhexanoic acid 2-tetrahydropyranyloxyamide). Yield: 75.7%. As a reaction SMILES: [C:1]1([CH2:7][CH2:8][CH2:9][C@H:10]([C@H:14]([OH:18])[CH2:15][CH2:16][CH3:17])[C:11]([OH:13])=O)[CH:6]=[CH:5][CH:4]=[CH:3][CH:2]=1.[O:19]1[CH2:24][CH2:23][CH2:22][CH2:21][CH:20]1[O:25][NH2:26].C(Cl)CCl>ClCCl>[O:19]1[CH2:24][CH2:23][CH2:22][CH2:21][CH:20]1[O:25][NH:26][C:11](=[O:13])[C@H:10]([CH2:9][CH2:8][CH2:7][C:1]1[CH:2]=[CH:3][CH:4]=[CH:5][CH:6]=1)[C@H:14]([OH:18])[CH2:15][CH2:16][CH3:17]. Procedure: To a solution of (2R,3R)-2-(3-phenyl-1-propyl)-3-hydroxyhexanoic acid (1.53 g, 6.12 mmol) in dichloromethane (6 mL) is added 2-tetrahydropyranyloxyamine (0.93 g, 7.96 mmol) and EDC (1.29 g, 6.73 mmol). The resulting solution is stirred at 23° C. for 3 h, concentrated in vacuo, and diluted with 50 mL of EtOAc. The organic layer is washed sequentially with 1 N hydrochloric acid, saturated aqueous sodium bicarbonate solution, saturated aqueous sodium chloride solution, and is dried over anhydrous m... Procedure details: The title compound was prepared in an analogous manner to Example 1 from 5-amino-2-methyl-1,2,3,4-tetrahydroisoquinoline and 4-acetylamino-2-methoxybenzoic acid. The reactants are NC1=C2CCN(CC2=CC=C1)C (5-amino-2-methyl-1,2,3,4-tetrahydroisoquinoline), C(C)(=O)NC1=CC(=C(C(=O)O)C=C1)OC (4-acetylamino-2-methoxybenzoic acid). Yields the product CN1CC2=CC=CC(=C2CC1)NC(C1=C(C=C(C=C1)NC(C)=O)OC)=O (N-(2-Methyl-1,2,3,4-tetrahydroisoquinolin-5-yl)-4-acetylamino-2-methoxybenzamide). Reaction SMILES: [NH2:1][C:2]1[CH:11]=[CH:10][CH:9]=[C:8]2[C:3]=1[CH2:4][CH2:5][N:6]([CH3:12])[CH2:7]2.[C:13]([NH:16][C:17]1[CH:25]=[CH:24][C:20]([C:21](O)=[O:22])=[C:19]([O:26][CH3:27])[CH:18]=1)(=[O:15])[CH3:14]>>[CH3:12][N:6]1[CH2:5][CH2:4][C:3]2[C:8](=[CH:9][CH:10]=[CH:11][C:2]=2[NH:1][C:21](=[O:22])[C:20]2[CH:24]=[CH:25][C:17]([NH:16][C:13](=[O:15])[CH3:14])=[CH:18][C:19]=2[O:26][CH3:27])[CH2:7]1.